Dataset: the Open Reaction Database (ORD), a public repository of structured organic reaction records. Task: describe an organic reaction: reactants, conditions, products, and yield The reactants are CC(C)(C)OC(=O)NC1CCC(O[Si](C)(C)C(C)(C)C)CNC1=O, CC(C)(C)OC(=O)NC1CCCCNC1=O, O=C(CBr)OCc1ccccc1, ClCc1ccccn1. Product: CC(C)(C)OC(=O)NC1CCCCN(CC(=O)OCc2ccccc2)C1=O. Reaction SMILES: [C:17]([O:18][C:19](=[O:20])[NH:21][CH:22]1[CH2:23][CH2:24][CH:25]([O:26][Si:27]([C:28]([CH3:29])([CH3:30])[CH3:31])([CH3:32])[CH3:33])[CH2:34][NH:35][C:36]1=[O:37])([CH3:38])([CH3:39])[CH3:40].[C:1]([CH3:2])([CH3:3])([CH3:4])[O:5][C:6]([NH:7][CH:8]1[C:9](=[O:15])[NH:10][CH2:11][CH2:12][CH2:13][CH2:14]1)=[O:16].[CH2:41]([c:42]1[cH:43][cH:44][cH:45][cH:46][cH:47]1)[O:48][C:49]([CH2:50][Br:51])=[O:52].[Cl:53][CH2:54][c:55]1[cH:56][cH:57][cH:58][cH:59][n:60]1>>[C:1]([CH3:2])([CH3:3])([CH3:4])[O:5][C:6]([NH:7][CH:8]1[C:9](=[O:15])[N:10]([CH2:50][C:49]([O:48][CH2:41][c:42]2[cH:43][cH:44][cH:45][cH:46][cH:47]2)=[O:52])[CH2:11][CH2:12][CH2:13][CH2:14]1)=[O:16]. The reactants are NC1CC1, Cc1nn(-c2ccccn2)c2nc3ccccc3c(Cl)c12, C1CCOC1. The product is Cc1nn(-c2ccccn2)c2nc3ccccc3c(NC3CC3)c12. RXN SMILES: [CH:22]1([NH2:25])[CH2:23][CH2:24]1.[Cl:1][c:2]1[c:3]2[c:4]([n:5][c:6]3[cH:7][cH:8][cH:9][cH:10][c:11]13)[n:12](-[c:16]1[n:17][cH:18][cH:19][cH:20][cH:21]1)[n:13][c:14]2[CH3:15].[O:26]1[CH2:27][CH2:28][CH2:29][CH2:30]1>>[c:2]1([NH:25][CH:22]2[CH2:23][CH2:24]2)[c:3]2[c:4]([n:5][c:6]3[cH:7][cH:8][cH:9][cH:10][c:11]13)[n:12](-[c:16]1[n:17][cH:18][cH:19][cH:20][cH:21]1)[n:13][c:14]2[CH3:15].